This data is from the Open Reaction Database (ORD), a public repository of structured organic reaction records. The task is: describe an organic reaction: reactants, conditions, products, and yield The reactants are CC(C)(C)OC(=O)N1CCNCC1, O=C([O-])[O-], CN(C)C=O, CCN(C(C)C)C(C)C, O=Cc1cnn2c(NC3CC3)cc(Cl)nc12, [K+], [K+], O. Product: CC(C)(C)OC(=O)N1CCN(c2cc(NC3CC3)n3ncc(C=O)c3n2)CC1. Reaction SMILES: [C:17](=[O:18])([O:19][C:20]([CH3:21])([CH3:22])[CH3:23])[N:24]1[CH2:25][CH2:26][NH:27][CH2:28][CH2:29]1.[C:30](=[O:31])([O-:32])[O-:33].[CH3:45][N:46]([CH3:47])[CH:48]=[O:49].[CH:36]([N:37]([CH:38]([CH3:39])[CH3:40])[CH2:41][CH3:42])([CH3:43])[CH3:44].[Cl:1][c:2]1[n:3][c:4]2[n:5]([c:6]([NH:8][CH:9]3[CH2:10][CH2:11]3)[cH:7]1)[n:12][cH:13][c:14]2[CH:15]=[O:16].[K+:34].[K+:35].[OH2:50]>>[c:2]1([N:27]2[CH2:26][CH2:25][N:24]([C:17](=[O:18])[O:19][C:20]([CH3:21])([CH3:22])[CH3:23])[CH2:29][CH2:28]2)[n:3][c:4]2[n:5]([c:6]([NH:8][CH:9]3[CH2:10][CH2:11]3)[cH:7]1)[n:12][cH:13][c:14]2[CH:15]=[O:16]. Reaction SMILES: [C:1]([Si:2]([CH3:3])([CH3:4])[O:6][CH2:7][CH:8]1[CH2:9][CH:10]([N:18]([c:19]2[n:20][cH:21][n:22][c:23]([Cl:25])[cH:24]2)[CH3:26])[CH:11]2[CH:12]1[O:13][C:14]([CH3:16])([CH3:17])[O:15]2)([CH3:5])([CH3:27])[CH3:28].[CH2:30]([N+:31]([CH2:32][CH2:33][CH2:34][CH3:35])([CH2:36][CH2:37][CH2:38][CH3:39])[CH2:40][CH2:41][CH2:42][CH3:43])[CH2:44][CH2:45][CH3:46].[CH2:47]1[O:48][CH2:49][CH2:50][CH2:51]1.[F-:29]>>[OH:6][CH2:7][CH:8]1[CH2:9][CH:10]([N:18]([c:19]2[n:20][cH:21][n:22][c:23]([Cl:25])[cH:24]2)[CH3:26])[CH:11]2[CH:12]1[O:13][C:14]([CH3:16])([CH3:17])[O:15]2. Product: CN(c1cc(Cl)ncn1)C1CC(CO)C2OC(C)(C)OC21. The reactants are CN(c1cc(Cl)ncn1)C1CC(CO[Si](C)(C)C(C)(C)C)C2OC(C)(C)OC21, CCCC[N+](CCCC)(CCCC)CCCC, C1CCOC1, [F-]. Reactants: C1(=CC=CC=C1)P(C1=CC=CC=C1)(C1=CC=CC=C1)=CC(=O)OC (methyl (triphenylphosphoranylidene)acetate), FC=1C=C(C=O)C=CC1O (3-fluoro-4-hydroxybenzaldehyde). Run in C1(=CC=CC=C1)C (toluene), O (water). Reaction conditions: temperature 80 celsius. The product is FC=1C=C(C=CC1O)/C=C/C(=O)OC (methyl (E)-3-(3-fluoro-4-hydroxyphenyl)acrylate). The yield is 77.3%. As a reaction SMILES: C1(P(=[CH:20][C:21]([O:23][CH3:24])=[O:22])(C2C=CC=CC=2)C2C=CC=CC=2)C=CC=CC=1.[F:25][C:26]1[CH:27]=[C:28]([CH:31]=[CH:32][C:33]=1[OH:34])[CH:29]=O>C1(C)C=CC=CC=1.O>[F:25][C:26]1[CH:27]=[C:28](/[CH:29]=[CH:20]/[C:21]([O:23][CH3:24])=[O:22])[CH:31]=[CH:32][C:33]=1[OH:34]. Procedure details: 13.1 g (0.039 mol, 2.2 eq) of methyl (triphenylphosphoranylidene)acetate are added to a solution of 2.5 g (0.0178 mol, 1 eq) of 3-fluoro-4-hydroxybenzaldehyde in 30 ml of toluene. The reaction mixture is heated at 80° C. for 2 hours. The reaction medium is hydrolyzed in water and extracted with ethyl acetate. The organic phases are combined, washed with water and dried over sodium sulfate. The solvent is evaporated off and the oil obtained is chromatographed on silica gel (70/30 heptane/ethyl ac... The reactants are CCCCCCCCC#Cc1ccc(CNCc2ccc(OCC(=O)OC)c(C(=O)OC)c2)cc1, O=C(Cl)CCC1CCCC1, Cl. Yields the product CCCCCCCCC#Cc1ccc(CN(Cc2ccc(OCC(=O)OC)c(C(=O)OC)c2)C(=O)CCC2CCCC2)cc1. As a reaction SMILES: [C:2](#[C:3][CH2:4][CH2:5][CH2:6][CH2:7][CH2:8][CH2:9][CH2:10][CH3:11])[c:12]1[cH:13][cH:14][c:15]([CH2:16][NH:17][CH2:18][c:19]2[cH:20][cH:21][c:22]([O:29][CH2:30][C:31](=[O:32])[O:33][CH3:34])[c:23]([C:24](=[O:25])[O:26][CH3:27])[cH:28]2)[cH:35][cH:36]1.[CH:37]1([CH2:42][CH2:43][C:44](=[O:45])[Cl:46])[CH2:38][CH2:39][CH2:40][CH2:41]1.[ClH:1]>>[C:2](#[C:3][CH2:4][CH2:5][CH2:6][CH2:7][CH2:8][CH2:9][CH2:10][CH3:11])[c:12]1[cH:13][cH:14][c:15]([CH2:16][N:17]([CH2:18][c:19]2[cH:20][cH:21][c:22]([O:29][CH2:30][C:31](=[O:32])[O:33][CH3:34])[c:23]([C:24](=[O:25])[O:26][CH3:27])[cH:28]2)[C:44]([CH2:43][CH2:42][CH:37]2[CH2:38][CH2:39][CH2:40][CH2:41]2)=[O:45])[cH:35][cH:36]1. Reactants: ClC=1C=CC2=C(C(=C(O2)C(=O)O)OC(C)C)C1 (5-chloro-3-(1-methylethoxy)-2-benzofurancarboxylic acid), C(C(=O)Cl)(=O)Cl (oxalyl chloride), NC1=CC=CC=C1 (aniline), CN(C=O)C (dimethylformamide). The product is ClC=1C=CC2=C(C(=C(O2)C(=O)NC2=CC=CC=C2)OC(C)C)C1 (5-chloro-3-(1-methylethoxy)-N-phenyl-2-benzofurancarboxamide). As a reaction SMILES: [Cl:1][C:2]1[CH:3]=[CH:4][C:5]2[O:9][C:8]([C:10]([OH:12])=O)=[C:7]([O:13][CH:14]([CH3:16])[CH3:15])[C:6]=2[CH:17]=1.C(Cl)(=O)C(Cl)=O.CN(C)C=O.[NH2:29][C:30]1[CH:35]=[CH:34][CH:33]=[CH:32][CH:31]=1>O1CCCC1>[Cl:1][C:2]1[CH:3]=[CH:4][C:5]2[O:9][C:8]([C:10]([NH:29][C:30]3[CH:35]=[CH:34][CH:33]=[CH:32][CH:31]=3)=[O:12])=[C:7]([O:13][CH:14]([CH3:16])[CH3:15])[C:6]=2[CH:17]=1. Procedure details: To 5-chloro-3-(1-methylethoxy)-2-benzofurancarboxylic acid (250 mg, 0.98 mmol) in 5 mL of dry tetrahydrofuran is added oxalyl chloride (0.10 mL, 1.18 mmol) followed by dimethylformamide (0.02 mL). The solution is stirred at room temperature for 1.75 hours, then aniline (0.54 mL, 5.88 mmol) is added. The solution is stirred at room temperature overnight then partitioned between ethyl acetate and 1N HCl . The organic layer is washed with saturated aqueous NaHCO3, followed by brine. The organic lay... Yield: 86.0%. The solvent is O1CCCC1 (tetrahydrofuran). Run at time 1.75 hour. Reactants: ClC1=CC=C(C=C1)C1=NNC(C1)=O (3-(4-chlorophenyl)-4,5-dihydro-1H-pyrazol-5-one), [H-].[Na+] (sodium hydride), ClC1=NC=NC2=CC(=C(C=C12)OC)OCCCN1CCOCC1 (4-chloro-6-methoxy-7-(3-morpholinopropoxy)quinazoline). Solvent: CN(C)C=O (DMF). The product is ClC1=CC=C(C=C1)C1=CC(=NN1)OC1=NC=NC2=CC(=C(C=C12)OC)OCCCN1CCOCC1 (4-(5-(4-chlorophenyl)pyrazol-3-yloxy)-6-methoxy-7-(3-morpholinopropoxy)quinazoline). Yield: 72.9%. RXN SMILES: Cl[C:2]1[C:11]2[C:6](=[CH:7][C:8]([O:14][CH2:15][CH2:16][CH2:17][N:18]3[CH2:23][CH2:22][O:21][CH2:20][CH2:19]3)=[C:9]([O:12][CH3:13])[CH:10]=2)[N:5]=[CH:4][N:3]=1.[Cl:24][C:25]1[CH:30]=[CH:29][C:28]([C:31]2[CH2:35][C:34](=[O:36])[NH:33][N:32]=2)=[CH:27][CH:26]=1.[H-].[Na+]>CN(C=O)C>[Cl:24][C:25]1[CH:26]=[CH:27][C:28]([C:31]2[NH:32][N:33]=[C:34]([O:36][C:2]3[C:11]4[C:6](=[CH:7][C:8]([O:14][CH2:15][CH2:16][CH2:17][N:18]5[CH2:23][CH2:22][O:21][CH2:20][CH2:19]5)=[C:9]([O:12][CH3:13])[CH:10]=4)[N:5]=[CH:4][N:3]=3)[CH:35]=2)=[CH:29][CH:30]=1 |f:2.3|. Procedure details: Using an analogous procedure to that described for Example 9, 4-chloro-6-methoxy-7-(3-morpholinopropoxy)quinazoline (140 mg, 0.415 mmol), (prepared as described for the starting material in Example 2), was reacted with 3-(4-chlorophenyl)-4,5-dihydro-1H-pyrazol-5-one (202 mg, 1.04 mmol) in the presence of sodium hydride (41.5 mg, 1.04 mmol, prewashed with THF) in DMF (2.5 ml) to give 4-(5-(4-chlorophenyl)pyrazol-3-yloxy)-6-methoxy-7-(3-morpholinopropoxy)quinazoline (150 mg, 73%). The reactants are C(C)(C)(C)C1=C(N)C=C(C=C1)CCCCC(CC1CCCCC1)=O (2-t-butyl-5-(6-cyclohexyl-5-oxohexyl)aniline), C(C(=O)Cl)(=O)Cl (oxalyl chloride), CN(C=O)C (N,N-dimethylformamide), C1=CC=CC=2OC3=CC=CC=C3C(C12)CC(=O)O (2-(9H-xanthen-9-yl)acetic acid). The solvent is C(C)OCC (diethyl ether), N1=CC=CC=C1 (pyridine), C(Cl)Cl (methylene chloride), C(Cl)Cl (methylene chloride). Run at time 30 minute. The product is C(C)(C)(C)C1=C(C=C(C=C1)CCCCC(CC1CCCCC1)=O)NC(CC1C2=CC=CC=C2OC=2C=CC=CC12)=O (N-[2-t-Butyl-5-(6-cyclohexyl-5-oxohexyl)phenyl]-2-(9H-xanthen-9-yl)acetamide). Yield: 86.4%. As a reaction SMILES: C(Cl)(=O)C(Cl)=O.CN(C)C=O.[CH:12]1[C:25]2[CH:24]([CH2:26][C:27](O)=[O:28])[C:23]3[C:18](=[CH:19][CH:20]=[CH:21][CH:22]=3)[O:17][C:16]=2[CH:15]=[CH:14][CH:13]=1.[C:30]([C:34]1[CH:40]=[CH:39][C:38]([CH2:41][CH2:42][CH2:43][CH2:44][C:45](=[O:53])[CH2:46][CH:47]2[CH2:52][CH2:51][CH2:50][CH2:49][CH2:48]2)=[CH:37][C:35]=1[NH2:36])([CH3:33])([CH3:32])[CH3:31]>C(OCC)C.N1C=CC=CC=1.C(Cl)Cl>[C:30]([C:34]1[CH:40]=[CH:39][C:38]([CH2:41][CH2:42][CH2:43][CH2:44][C:45](=[O:53])[CH2:46][CH:47]2[CH2:48][CH2:49][CH2:50][CH2:51][CH2:52]2)=[CH:37][C:35]=1[NH:36][C:27](=[O:28])[CH2:26][CH:24]1[C:25]2[CH:12]=[CH:13][CH:14]=[CH:15][C:16]=2[O:17][C:18]2[C:23]1=[CH:22][CH:21]=[CH:20][CH:19]=2)([CH3:33])([CH3:31])[CH3:32]. Procedure: 0.66 ml (7.65 mmol) of oxalyl chloride and 30 mg of N,N-dimethylformamide were added, in turn, to 10 ml of a methylene chloride suspension containing 368 mg (1.53 mmol) of 2-(9H-xanthen-9-yl)acetic acid. The suspension was stirred in an ice bath for 30 minutes and then at room temperature for 1 hour. At the end of this time, the solvent and excess reagents, were removed by distillation under reduced pressure. The residue was again dissolved in 10 ml of methylene chloride, and the resulting solut...